The task is: describe an organic reaction: reactants, conditions, products, and yield. This data is from the Open Reaction Database (ORD), a public repository of structured organic reaction records. Reactants: C(CC(C(F)F)(C(=O)O)N)CN.O.Cl (Eflornithine hydrochloride monohydrate), three, methyl-2,5-di[1-(3,4-chlorophenyl) methylidene amino] pentanoate, [H-].[Na+] (sodium hydride). Solvent: C1CCOC1 (THF). Conditions: temperature 50 celsius, time 2 hour. The product is O.Cl.FC([C@](N)(CCCN)C(=O)O)F (α-Difluoromethyl Ornithine Hydrochloride Monohydrate). Reaction SMILES: [H-].[Na+].[CH2:3]([CH2:13][NH2:14])[CH2:4][C:5]([NH2:12])([C:9]([OH:11])=[O:10])[CH:6]([F:8])[F:7].O.[ClH:16]>C1COCC1>[OH2:10].[ClH:16].[F:7][CH:6]([F:8])[C@@:5]([C:9]([OH:11])=[O:10])([CH2:4][CH2:3][CH2:13][NH2:14])[NH2:12] |f:0.1,2.3.4,6.7.8|. Procedure details: Into a dry 100 ml three necked RB flask equipped with a stirrer, gas inlet and outlet arrangement methyl-2,5-di[1-(3,4-chlorophenyl) methylidene amino] pentanoate (2.0 g) and sodium hydride (0.21 g) in dry THF (20 ml) were added. The resulting suspension was stirred at 50° C. under a nitrogen atmosphere for 2 hrs. The reaction mixture was then cooled to 5° C. and the nitrogen inlet was replaced with chlorodifluoromethane gas tube. The gas was passed for about 45 mts. The reaction was stirred at ... Starting materials: ClC=1C(=C(N)C=C(C1OC1=CC=C(C2=CC=CC=C12)Cl)C)C (3-chloro-4-(4-chloro-1-naphthoxy)-2,5-dimethylaniline), ClC1=C(C(=O)N=C=O)C=CC=C1 (2-chlorobenzoyl isocyanate). Solvent: C1(=CC=CC=C1)C (toluene), C1(=CC=CC=C1)C (toluene). Reaction conditions: temperature 50 celsius, time 1 hour. Yields the product ClC=1C(=C(C=C(C1OC1=CC=C(C2=CC=CC=C12)Cl)C)NC(=O)NC(C1=C(C=CC=C1)Cl)=O)C (1-[3-chloro-4-(4-chloro-1-naphthoxy)-2,5-dimethylpheny 1]-3-(2- chlorobenzoyl)urea). Isolated yield 68.1%. Reaction SMILES: [Cl:1][C:2]1[C:3]([CH3:22])=[C:4]([CH:6]=[C:7]([CH3:21])[C:8]=1[O:9][C:10]1[C:19]2[C:14](=[CH:15][CH:16]=[CH:17][CH:18]=2)[C:13]([Cl:20])=[CH:12][CH:11]=1)[NH2:5].[Cl:23][C:24]1[CH:34]=[CH:33][CH:32]=[CH:31][C:25]=1[C:26]([N:28]=[C:29]=[O:30])=[O:27]>C1(C)C=CC=CC=1>[Cl:1][C:2]1[C:3]([CH3:22])=[C:4]([NH:5][C:29]([NH:28][C:26](=[O:27])[C:25]2[CH:31]=[CH:32][CH:33]=[CH:34][C:24]=2[Cl:23])=[O:30])[CH:6]=[C:7]([CH3:21])[C:8]=1[O:9][C:10]1[C:19]2[C:14](=[CH:15][CH:16]=[CH:17][CH:18]=2)[C:13]([Cl:20])=[CH:12][CH:11]=1. Reported procedure: Into a solution containing 3.0 grams (9.0 mmol) of 3-chloro-4-(4-chloro-1-naphthoxy)-2,5-dimethylaniline prepared in Part B in 25 milliliters of toluene which solution was warmed to a temperature of 50° C. and placed under a nitrogen atmosphere was slowly added a solution containing 2.5 grams (13.8 mmol) of 2-chlorobenzoyl isocyanate in 5 milliters of toluene. After stirring for 1 hour at a temperature of 50° C. the reaction mixture was cooled to room temperature, placed in an ice bath, and filt...